This data is from the Open Reaction Database (ORD), a public repository of structured organic reaction records. The task is: describe an organic reaction: reactants, conditions, products, and yield The yield is 85.7%. Procedure details: A mixture of 3-amino-4,4-difluoro-7-methoxy-1-heptene (420 mg, 2.3 mmoles) and N-carbetoxyphthalimide (506 mg, 2.3 mmoles) in benzene (9 ml) is kept at 25° C. overnight. After concentration under reduced pressure, the residue is dissolved in dichloromethane (5 ml) and treated with triethylamine (0.7 ml) for 41/2 hours. After addition of dichloromethane, the solution is washed with 1N HCl and water. Usual work-up affords an oil (610 mg) which is purified by chromatography on silica (ethyl acetate... The reactants are NC(C=C)C(CCCOC)(F)F (3-amino-4,4-difluoro-7-methoxy-1-heptene), C(=O)(OCC)N1C(C=2C(C1=O)=CC=CC2)=O (N-carbetoxyphthalimide). RXN SMILES: [NH2:1][CH:2]([C:5]([F:12])([F:11])[CH2:6][CH2:7][CH2:8][O:9][CH3:10])[CH:3]=[CH2:4].C(N1[C:22](=[O:23])[C:21]2=[CH:24][CH:25]=[CH:26][CH:27]=[C:20]2[C:19]1=[O:28])(OCC)=O>C1C=CC=CC=1>[C:19]1(=[O:28])[N:1]([CH:2]([C:5]([F:11])([F:12])[CH2:6][CH2:7][CH2:8][O:9][CH3:10])[CH:3]=[CH2:4])[C:22](=[O:23])[C:21]2=[CH:24][CH:25]=[CH:26][CH:27]=[C:20]12. Conditions: time 8 hour. The solvent is C1=CC=CC=C1 (benzene). Product: C1(C=2C(C(N1C(C=C)C(CCCOC)(F)F)=O)=CC=CC2)=O (3-phthalimido-4,4-difluoro-7-methoxy-1-heptene). Reactants: CC(C)O, O=[N+]([O-])c1cc(C(F)(F)F)ccc1C(F)(F)F, [H][H]. Product: Nc1cc(C(F)(F)F)ccc1C(F)(F)F. RXN SMILES: [CH:20]([OH:21])([CH3:22])[CH3:23].[F:1][C:2]([c:3]1[c:4]([N+:13]([O-:14])=[O:15])[cH:5][c:6]([C:9]([F:10])([F:11])[F:12])[cH:7][cH:8]1)([F:16])[F:17].[H:18][H:19]>>[F:1][C:2]([c:3]1[c:4]([NH2:13])[cH:5][c:6]([C:9]([F:10])([F:11])[F:12])[cH:7][cH:8]1)([F:16])[F:17]. Reactants: Cc1cc(C)c(N2CCCc3c2nn(C)c3Br)c(Cl)c1, [Li]CCCC, C1CCCCC1, O=C=O, C1CCOC1, c1cnc2c(c1)ccc1ncccc12. The product is Cc1cc(C)c(N2CCCc3c2nn(C)c3C(=O)O)c(Cl)c1. As a reaction SMILES: [Br:1][c:2]1[n:3]([CH3:20])[n:4][c:5]2[c:10]1[CH2:9][CH2:8][CH2:7][N:6]2[c:11]1[c:12]([Cl:19])[cH:13][c:14]([CH3:18])[cH:15][c:16]1[CH3:17].[CH2:35]([Li:36])[CH2:37][CH2:38][CH3:39].[CH2:48]1[CH2:49][CH2:50][CH2:51][CH2:52][CH2:53]1.[O:40]=[C:41]=[O:42].[O:43]1[CH2:44][CH2:45][CH2:46][CH2:47]1.[n:21]1[c:22]2[c:23]([cH:24][cH:25][c:26]3[c:27]2[cH:28][cH:29][cH:30][n:31]3)[cH:32][cH:33][cH:34]1>>[c:2]1([C:41](=[O:40])[OH:42])[n:3]([CH3:20])[n:4][c:5]2[c:10]1[CH2:9][CH2:8][CH2:7][N:6]2[c:11]1[c:12]([Cl:19])[cH:13][c:14]([CH3:18])[cH:15][c:16]1[CH3:17]. Reactants: Cc1cc(-c2nnc(-c3ccc(CC(C)C)s3)o2)cc(C)c1OCC(O)CO, CS(=O)(=O)Cl, CCN(C(C)C)C(C)C, ClCCl. The product is Cc1cc(-c2nnc(-c3ccc(CC(C)C)s3)o2)cc(C)c1OCC(O)COS(C)(=O)=O. RXN SMILES: [CH2:1]([CH:2]([CH3:3])[CH3:4])[c:5]1[cH:6][cH:7][c:8](-[c:10]2[n:11][n:12][c:13](-[c:15]3[cH:16][c:17]([CH3:28])[c:18]([O:19][CH2:20][CH:21]([CH2:22][OH:23])[OH:24])[c:25]([CH3:27])[cH:26]3)[o:14]2)[s:9]1.[CH3:38][S:39]([Cl:40])(=[O:41])=[O:42].[CH:29]([N:30]([CH2:31][CH3:32])[CH:33]([CH3:34])[CH3:35])([CH3:36])[CH3:37].[Cl:43][CH2:44][Cl:45]>>[CH2:1]([CH:2]([CH3:3])[CH3:4])[c:5]1[cH:6][cH:7][c:8](-[c:10]2[n:11][n:12][c:13](-[c:15]3[cH:16][c:17]([CH3:28])[c:18]([O:19][CH2:20][CH:21]([CH2:22][O:23][S:39]([CH3:38])(=[O:41])=[O:42])[OH:24])[c:25]([CH3:27])[cH:26]3)[o:14]2)[s:9]1. Starting materials: O1C=CC2=C1C=CC(=C2)C(=O)NN (1-benzofuran-5-carbohydrazide), COC1=CC=C(C=C1)CC(=O)O ((4-methoxyphenyl)acetic acid). The product is O1C=CC2=C1C=CC(=C2)C=2OC(=NN2)CC2=CC=C(C=C2)OC (2-(1-benzofuran-5-yl)-5-(4-methoxybenzyl)-1,3,4-oxadiazole). The yield is 58.0%. Reaction SMILES: [O:1]1[C:5]2[CH:6]=[CH:7][C:8]([C:10]([NH:12][NH2:13])=[O:11])=[CH:9][C:4]=2[CH:3]=[CH:2]1.[CH3:14][O:15][C:16]1[CH:21]=[CH:20][C:19]([CH2:22][C:23](O)=O)=[CH:18][CH:17]=1>>[O:1]1[C:5]2[CH:6]=[CH:7][C:8]([C:10]3[O:11][C:23]([CH2:22][C:19]4[CH:20]=[CH:21][C:16]([O:15][CH3:14])=[CH:17][CH:18]=4)=[N:13][N:12]=3)=[CH:9][C:4]=2[CH:3]=[CH:2]1. Reported procedure: In the same manner as in Example 14 and using 1-benzofuran-5-carbohydrazide instead of 1H-benzotriazole-5-carbohydrazide and (4-methoxyphenyl)acetic acid instead of 3-(3-cyanophenyl)propionic acid, the title compound (yield 58%) was obtained as colorless crystals. The reactants are BrC=1C=CC(=C(CNCC)C1)I ((5-Bromo-2-iodo-benzyl)-ethyl-amine), C(C)(C)N(C(C)C)CC (N,N-diisopropylethylamine), O (water), C1(CC1)C(=O)Cl (cyclopropanecarbonyl chloride). Run in ClCCl (dichloromethane). Conditions: temperature 0 celsius, time 15 minute. Product: BrC=1C=CC(=C(CN(C(=O)C2CC2)CC)C1)I (Cyclopropanecarboxylic acid (5-bromo-2-iodo-benzyl)-ethyl-amide). RXN SMILES: [Br:1][C:2]1[CH:3]=[CH:4][C:5]([I:12])=[C:6]([CH:11]=1)[CH2:7][NH:8][CH2:9][CH3:10].C(N(CC)C(C)C)(C)C.[CH:22]1([C:25](Cl)=[O:26])[CH2:24][CH2:23]1.O>ClCCl>[Br:1][C:2]1[CH:3]=[CH:4][C:5]([I:12])=[C:6]([CH:11]=1)[CH2:7][N:8]([CH2:9][CH3:10])[C:25]([CH:22]1[CH2:24][CH2:23]1)=[O:26]. Procedure details: (5-Bromo-2-iodo-benzyl)-ethyl-amine (5.0 g, 14.7 mmol) was dissolved in dichloromethane (75 mL) along with N,N-diisopropylethylamine (5.12 mL, 29.4 mmol). The solution was cooled to 0° C. and cyclopropanecarbonyl chloride (1.41 mL, 15.4 mmol) was added. The reaction was monitored by analytical LCMS and after 15 minutes water was added and the layers were separated. The organic layer was dried with magnesium sulfate then filtered and concentrated to afford the title compound, which was used witho...